From a dataset of the Open Reaction Database (ORD), a public repository of structured organic reaction records. describe an organic reaction: reactants, conditions, products, and yield Reactants: COC(C(CC1=CC(=CC=C1)O)OC)=O (3-(3-hydroxy-phenyl)-2-methoxy-propionic acid methyl ester), C(C)OC([C@H](CC1=CC=C(C=C1)OCCBr)OC)=O ((2S)-3-[4-(2-bromo-ethoxy)-phenyl]-2-methoxy-propionic acid ethyl ester). Yields the product COC(C(CC1=CC(=CC=C1)OCCBr)OC)=O (3-[3-(2-bromo-ethoxy)-phenyl]-2-methoxy-propionic acid methyl ester). Reaction SMILES: [CH3:1][O:2][C:3](=[O:15])[CH:4]([O:13][CH3:14])[CH2:5][C:6]1[CH:11]=[CH:10][CH:9]=[C:8]([OH:12])[CH:7]=1.C(OC(=O)[C@@H](OC)CC1C=CC(O[CH2:29][CH2:30][Br:31])=CC=1)C>>[CH3:1][O:2][C:3](=[O:15])[CH:4]([O:13][CH3:14])[CH2:5][C:6]1[CH:11]=[CH:10][CH:9]=[C:8]([O:12][CH2:29][CH2:30][Br:31])[CH:7]=1. Procedure details: The title compound was prepared from 3-(3-hydroxy-phenyl)-2-methoxy-propionic acid methyl ester (Example 291, Step 4) (4.76 mol, 1000 mg) via the same procedure used for the preparation of (2S)-3-[4-(2-bromo-ethoxy)-phenyl]-2-methoxy-propionic acid ethyl ester (Example 283, Step 2). MS (ES) for C13H17BrO4 [M+NH4]+: 334:2.